Dataset: the Open Reaction Database (ORD), a public repository of structured organic reaction records. Task: describe an organic reaction: reactants, conditions, products, and yield Starting materials: CN(C(=O)C1=CC2=C(S1)C=CC=C2OCO)C (N,N-dimethyl-4-(hydroxymethyloxy)benzo(b)thiophene-2-carboxamide), C([O-])([O-])=O.[K+].[K+] (potassium carbonate), S(=O)(=O)(OC[C@@H]1CO1)C1=CC=C([N+](=O)[O-])C=C1 ((S)-glycidyl nosylate). Solvent: CN(C)C=O (DMF). Conditions: temperature 60 celsius, time 2 hour. The product is C([C@@H]1CO1)OC1=CC=CC=2SC(=CC21)C(=O)N(C)C ((S)-4-glycidyloxy-N,N-dimethylbenzo(b)thiophene-2-carboxamide). Isolated yield 87.6%. RXN SMILES: [CH3:1][N:2]([CH3:17])[C:3]([C:5]1[S:9][C:8]2[CH:10]=[CH:11][CH:12]=[C:13]([O:14][CH2:15]O)[C:7]=2[CH:6]=1)=[O:4].C(=O)([O-])[O-].[K+].[K+].S(C1C=CC([N+]([O-])=O)=CC=1)(OC[C@H:29]1[O:31][CH2:30]1)(=O)=O>CN(C=O)C>[CH2:15]([O:14][C:13]1[C:7]2[CH:6]=[C:5]([C:3]([N:2]([CH3:17])[CH3:1])=[O:4])[S:9][C:8]=2[CH:10]=[CH:11][CH:12]=1)[C@H:30]1[O:31][CH2:29]1 |f:1.2.3|. Reported procedure: To a solution of N,N-dimethyl-4-(hydroxymethyloxy)benzo(b)thiophene-2-carboxamide (9.0 g) in DMF (100 ml) was added potassium carbonate (8.0 g), and (S)-glycidyl nosylate (8.0 g) was further added. The mixture was stirred at 60° C. for 2 hr. The reaction mixture was concentrated under reduced pressure and water was added. The mixture was extracted with ethyl acetate and the organic layer was dried over anhydrous sodium sulfate and concentrated under reduced pressure. The obtained crystals were r... The reactants are [N+](=O)([O-])C1=CC=C(CP(OCC)(OCC)=O)C=C1 (diethyl (4-nitrobenzyl)phosphonate), COC1=CC=C(C=O)C=C1 (4-methoxybenzaldehyde). Yields the product COC1=CC=C(C=C1)\C=C\C1=CC=C(C=C1)[N+](=O)[O-] ((E)-1-methoxy-4-[2-(4-nitrophenyl)ethenyl]-benzene). As a reaction SMILES: [N+:1]([C:4]1[CH:18]=[CH:17][C:7]([CH2:8]P(=O)(OCC)OCC)=[CH:6][CH:5]=1)([O-:3])=[O:2].[CH3:19][O:20][C:21]1[CH:28]=[CH:27][C:24]([CH:25]=O)=[CH:23][CH:22]=1>>[CH3:19][O:20][C:21]1[CH:28]=[CH:27][C:24](/[CH:25]=[CH:8]/[C:7]2[CH:6]=[CH:5][C:4]([N+:1]([O-:3])=[O:2])=[CH:18][CH:17]=2)=[CH:23][CH:22]=1. Reported procedure: In an analogous manner to that described in Example 36a), the reaction of diethyl (4-nitrobenzyl)phosphonate with 4-methoxybenzaldehyde yields the (E)-1-methoxy-4-[2-(4-nitrophenyl)ethenyl]-benzene as a yellow solid; MS: m/e=255 (M+H)+.